Dataset: the Open Reaction Database (ORD), a public repository of structured organic reaction records. Task: describe an organic reaction: reactants, conditions, products, and yield Starting materials: C(C)NC(CN1CC2=C(CC1)C1=C(OC2=O)C(=C(C=C1)OC)OC)C (3-[2-(ethylamino)propyl]-1,2,3,4-tetrahydro-7,8-dimethoxy-5H-[1]benzopyrano[3,4-c]pyridin-5-one), [BH4-].[Na+] (sodium borohydride), C(C)(=O)[O-].[Na+] (sodium acetate), C(C)(=O)O (acetic acid). The product is C(C)N(C(CN1CC2=C(CC1)C1=C(OC2=O)C(=C(C=C1)OC)OC)C)CC (3-[2-(Diethylamino)propyl]-1,2,3,4-tetrahydro-7,8-dimethoxy-5H-[1]benzopyrano[3,4-c]pyridin-5-one). The yield is 21.2%. Reaction SMILES: [CH2:1]([NH:3][CH:4]([CH3:25])[CH2:5][N:6]1[CH2:11][CH2:10][C:9]2[C:12]3[CH:20]=[CH:19][C:18]([O:21][CH3:22])=[C:17]([O:23][CH3:24])[C:13]=3[O:14][C:15](=[O:16])[C:8]=2[CH2:7]1)[CH3:2].[C:26]([O-])(=O)[CH3:27].[Na+].C(O)(=O)C.[BH4-].[Na+]>>[CH2:1]([N:3]([CH2:26][CH3:27])[CH:4]([CH3:25])[CH2:5][N:6]1[CH2:11][CH2:10][C:9]2[C:12]3[CH:20]=[CH:19][C:18]([O:21][CH3:22])=[C:17]([O:23][CH3:24])[C:13]=3[O:14][C:15](=[O:16])[C:8]=2[CH2:7]1)[CH3:2] |f:1.2,4.5|. Procedure details: Prepared by the method described in Example 73 from 3-[2-(ethylamino)propyl]-1,2,3,4-tetrahydro-7,8-dimethoxy-5H-[1]benzopyrano[3,4-c]pyridin-5-one (10.0 g, 0.029 moles), sodium acetate (4.7 g, 0.058 moles), acetic acid (43.2 g, 0.72 moles), and sodium borohydride (5.9 g, 0.16 moles). Several recrystallizations from ethyl acetate/hexane yielded the product as the free base (2.3 g), mp 99°-100° C. Starting materials: ClCC=1C=CC(=NC1)C (5-chlormethyl-2-methyl-pyridine), [Cl-].C1(=CC=CC=C1)[P+](CC=1C=NC=CC1)(C1=CC=CC=C1)C1=CC=CC=C1 (Triphenyl(pyridin-3-yl-methyl)phosphonium chloride). Product: [Cl-].C1(=CC=CC=C1)[P+](CC=1C=NC(=CC1)C)(C1=CC=CC=C1)C1=CC=CC=C1 (Triphenyl-(6-methylpyridin-3-yl-methyl)phosphonium chloride). RXN SMILES: [Cl:1][CH2:2][C:3]1[CH:4]=[CH:5][C:6]([CH3:9])=[N:7][CH:8]=1.[Cl-].[C:11]1([P+:17]([C:31]2[CH:36]=[CH:35][CH:34]=[CH:33][CH:32]=2)([C:25]2[CH:30]=[CH:29][CH:28]=[CH:27][CH:26]=2)CC2C=NC=CC=2)[CH:16]=[CH:15][CH:14]=[CH:13][CH:12]=1>>[Cl-:1].[C:31]1([P+:17]([C:11]2[CH:12]=[CH:13][CH:14]=[CH:15][CH:16]=2)([C:25]2[CH:30]=[CH:29][CH:28]=[CH:27][CH:26]=2)[CH2:2][C:3]2[CH:8]=[N:7][C:6]([CH3:9])=[CH:5][CH:4]=2)[CH:32]=[CH:33][CH:34]=[CH:35][CH:36]=1 |f:1.2,3.4|. Procedure: Prepared from 5-chlormethyl-2-methyl-pyridine (Arch. Pharm. 1975, 308, 359) as described in expl. 1a): 1H-NMR (DMSO-d6) inter alia 5.24 (d, J=15.6 Hz, H2C), 2.38 (s H3C). Reaction SMILES: [CH2:1]([O:3][C:4]1[CH:5]=[C:6]([C:14]2[CH:19]=[C:18]([C:20]([F:23])([F:22])[F:21])[N:17]3[N:24]=[CH:25][C:26]([C:27](O)=[O:28])=[C:16]3[N:15]=2)[CH:7]=[CH:8][C:9]=1[C:10]([F:13])([F:12])[F:11])[CH3:2].[NH2:30][C:31]1[CH:40]=[CH:39][C:34]([C:35]([NH:37]O)=[NH:36])=[CH:33][N:32]=1>>[CH2:1]([O:3][C:4]1[CH:5]=[C:6]([C:14]2[CH:19]=[C:18]([C:20]([F:21])([F:23])[F:22])[N:17]3[N:24]=[CH:25][C:26]([C:27]4[O:28][N:37]=[C:35]([C:34]5[CH:39]=[CH:40][C:31]([NH2:30])=[N:32][CH:33]=5)[N:36]=4)=[C:16]3[N:15]=2)[CH:7]=[CH:8][C:9]=1[C:10]([F:13])([F:11])[F:12])[CH3:2]. Procedure details: The title compound was prepared from 5-(3-ethoxy-4-trifluoromethyl-phenyl)-7-trifluoromethyl-pyrazolo[1,5-a]pyrimidine-3-carboxylic acid (example C.11) (210 mg, 0.5 mmol) and 6-amino-N-hydroxy-nicotinamidine (example B.4) (114 mg, 0.75 mmol) according to general procedure II. Obtained after flash chromatography on silica gel (ethyl acetate/heptane) and further purification by crystallization (dichloromethane/hexane) as a yellow solid (120 mg, 45%). MS (ISP) 536.3 [(M+H)+]; mp 263° C. Reactants: C(C)OC=1C=C(C=CC1C(F)(F)F)C1=NC=2N(C(=C1)C(F)(F)F)N=CC2C(=O)O (5-(3-ethoxy-4-trifluoromethyl-phenyl)-7-trifluoromethyl-pyrazolo[1,5-a]pyrimidine-3-carboxylic acid), NC1=NC=C(C(=N)NO)C=C1 (6-amino-N-hydroxy-nicotinamidine). Product: C(C)OC=1C=C(C=CC1C(F)(F)F)C1=NC=2N(C(=C1)C(F)(F)F)N=CC2C2=NC(=NO2)C=2C=CC(=NC2)N (5-{5-[5-(3-Ethoxy-4-trifluoromethyl-phenyl)-7-trifluoromethyl-pyrazolo[1,5-a]pyrimidin-3-yl]-[1,2,4]oxadiazol-3-yl}-pyridin-2-ylamine). Reactants: C1COCCN1, CCN(C(C)C)C(C)C, ClCCCl, CN(C)c1ccncc1, CN(C)C=O, O=C(O)c1ccc2[nH]cnc2c1. Product: O=C(c1ccc2[nH]cnc2c1)N1CCOCC1. RXN SMILES: [CH2:13]1[CH2:14][O:15][CH2:16][CH2:17][NH:18]1.[CH2:19]([N:20]([CH:21]([CH3:22])[CH3:23])[CH:24]([CH3:25])[CH3:26])[CH3:27].[CH2:28]([Cl:29])[CH2:30][Cl:31].[CH3:32][N:33]([CH3:34])[c:35]1[cH:36][cH:37][n:38][cH:39][cH:40]1.[O:41]=[CH:42][N:43]([CH3:44])[CH3:45].[nH:1]1[cH:2][n:3][c:4]2[c:5]1[cH:6][cH:7][c:8]([C:10](=[O:11])[OH:12])[cH:9]2>>[nH:1]1[cH:2][n:3][c:4]2[c:5]1[cH:6][cH:7][c:8]([C:10](=[O:12])[N:18]1[CH2:13][CH2:14][O:15][CH2:16][CH2:17]1)[cH:9]2.